Task: describe an organic reaction: reactants, conditions, products, and yield. Dataset: the Open Reaction Database (ORD), a public repository of structured organic reaction records Reactants: ClC=1C=CC(=C(C1)C1=CC(N(C=C1OC)C(C(=O)OC(C)(C)C)C[C@@H]1OCCCC1)=O)OC(F)F (tert-butyl 2-{4-[5-chloro-2-(difluoromethoxy)phenyl]-5-methoxy-2-oxopyridin-1(2H)-yl}-3-[(2R)-tetrahydro-2H-pyran-2-yl]propanoate), C(=O)(C(F)(F)F)O (TFA). Reaction SMILES: [Cl:1][C:2]1[CH:3]=[CH:4][C:5]([O:32][CH:33]([F:35])[F:34])=[C:6]([C:8]2[C:13]([O:14][CH3:15])=[CH:12][N:11]([CH:16]([CH2:24][C@H:25]3[CH2:30][CH2:29][CH2:28][CH2:27][O:26]3)[C:17]([O:19]C(C)(C)C)=[O:18])[C:10](=[O:31])[CH:9]=2)[CH:7]=1.C(O)(C(F)(F)F)=O>>[Cl:1][C:2]1[CH:3]=[CH:4][C:5]([O:32][CH:33]([F:35])[F:34])=[C:6]([C:8]2[C:13]([O:14][CH3:15])=[CH:12][N:11]([CH:16]([CH2:24][C@H:25]3[CH2:30][CH2:29][CH2:28][CH2:27][O:26]3)[C:17]([OH:19])=[O:18])[C:10](=[O:31])[CH:9]=2)[CH:7]=1. Product: ClC=1C=CC(=C(C1)C1=CC(N(C=C1OC)C(C(=O)O)C[C@@H]1OCCCC1)=O)OC(F)F (2-{4-[5-Chloro-2-(difluoromethoxy)phenyl]-5-methoxy-2-oxopyridin-1(2H)-yl}-3-[(2R)-tetrahydro-2H-pyran-2-yl]propanoic acid). Reported procedure: 85 mg (purity 94%, 0.16 mmol) of tert-butyl 2-{4-[5-chloro-2-(difluoromethoxy)phenyl]-5-methoxy-2-oxopyridin-1(2H)-yl}-3-[(2R)-tetrahydro-2H-pyran-2-yl]propanoate (mixture of enantiomerically pure diastereomers 1 and 2) were hydrolysed with TFA according to General Method 6A. Yield: 83 mg (purity 85%, 99% of theory) Reactants: C1CCOC1, CCc1ccc(Cc2cc3c(cc2Cl)COC32OC(CN=[N+]=[N-])C(O)C(O)C2O)cc1, O, c1ccc(P(c2ccccc2)c2ccccc2)cc1. Product: CCc1ccc(Cc2cc3c(cc2Cl)COC32OC(CN)C(O)C(O)C2O)cc1. Reaction SMILES: [CH2:51]1[O:52][CH2:53][CH2:54][CH2:55]1.[N:1](=[N+:2]=[N-:3])[CH2:4][CH:5]1[CH:6]([OH:31])[CH:7]([OH:30])[CH:8]([OH:29])[C:9]2([O:10][CH2:11][c:12]3[cH:13][c:14]([Cl:27])[c:15]([CH2:18][c:19]4[cH:20][cH:21][c:22]([CH2:25][CH3:26])[cH:23][cH:24]4)[cH:16][c:17]32)[O:28]1.[OH2:56].[c:32]1([P:33]([c:34]2[cH:35][cH:36][cH:37][cH:38][cH:39]2)[c:40]2[cH:41][cH:42][cH:43][cH:44][cH:45]2)[cH:46][cH:47][cH:48][cH:49][cH:50]1>>[NH2:1][CH2:4][CH:5]1[CH:6]([OH:31])[CH:7]([OH:30])[CH:8]([OH:29])[C:9]2([O:10][CH2:11][c:12]3[cH:13][c:14]([Cl:27])[c:15]([CH2:18][c:19]4[cH:20][cH:21][c:22]([CH2:25][CH3:26])[cH:23][cH:24]4)[cH:16][c:17]32)[O:28]1. The reactants are OCc1ccc(Br)s1, CCCCc1ccc(B(O)O)cc1, Cc1ccccc1, [K+], [K+], O=C([O-])[O-], c1ccc(P(c2ccccc2)(c2ccccc2)[Pd](P(c2ccccc2)(c2ccccc2)c2ccccc2)(P(c2ccccc2)(c2ccccc2)c2ccccc2)P(c2ccccc2)(c2ccccc2)c2ccccc2)cc1. Yields the product CCCCc1ccc(-c2ccc(CO)s2)cc1. As a reaction SMILES: [Br:1][c:2]1[cH:3][cH:4][c:5]([CH2:7][OH:8])[s:6]1.[CH2:9]([CH2:10][CH2:11][CH3:12])[c:13]1[cH:14][cH:15][c:16]([B:19]([OH:20])[OH:21])[cH:17][cH:18]1.[CH3:28][c:29]1[cH:30][cH:31][cH:32][cH:33][cH:34]1.[K+:22].[K+:23].[O-:24][C:25]([O-:26])=[O:27].[cH:35]1[cH:36][cH:37][c:38]([P:39]([Pd:40]([P:41]([c:42]2[cH:43][cH:44][cH:45][cH:46][cH:47]2)([c:48]2[cH:49][cH:50][cH:51][cH:52][cH:53]2)[c:54]2[cH:55][cH:56][cH:57][cH:58][cH:59]2)([P:60]([c:61]2[cH:62][cH:63][cH:64][cH:65][cH:66]2)([c:67]2[cH:68][cH:69][cH:70][cH:71][cH:72]2)[c:73]2[cH:74][cH:75][cH:76][cH:77][cH:78]2)[P:79]([c:80]2[cH:81][cH:82][cH:83][cH:84][cH:85]2)([c:86]2[cH:87][cH:88][cH:89][cH:90][cH:91]2)[c:92]2[cH:93][cH:94][cH:95][cH:96][cH:97]2)([c:98]2[cH:99][cH:100][cH:101][cH:102][cH:103]2)[c:104]2[cH:105][cH:106][cH:107][cH:108][cH:109]2)[cH:110][cH:111]1>>[c:2]1(-[c:16]2[cH:15][cH:14][c:13]([CH2:9][CH2:10][CH2:11][CH3:12])[cH:18][cH:17]2)[cH:3][cH:4][c:5]([CH2:7][OH:8])[s:6]1.